describe an organic reaction: reactants, conditions, products, and yield From a dataset of the Open Reaction Database (ORD), a public repository of structured organic reaction records. The yield is 63.3%. Run in CO (methanol). Reaction SMILES: [N:1]1([C@H:7]2[CH2:11][C@@H:10]([OH:12])[CH:9]=[CH:8]2)[CH2:6][CH2:5][CH2:4][CH2:3][CH2:2]1>CO.[Pt](=O)=O>[N:1]1([C@@H:7]2[CH2:8][CH2:9][C@H:10]([OH:12])[CH2:11]2)[CH2:6][CH2:5][CH2:4][CH2:3][CH2:2]1. Conditions: time 4 hour. The reactants are N1(CCCCC1)[C@@H]1C=C[C@@H](C1)O ((1R,4S)-4-piperidin-1-ylcyclopent-2-en-1-ol). Reported procedure: To a solution of (1R,4S)-4-piperidin-1-ylcyclopent-2-en-1-ol (50 mg, 0.30 mmol) in methanol (1 mL), was added a catalytic amount of platinum (IV) oxide (PtO2). The mixture was stirred under a hydrogen atmosphere (1 atm.) for 4 h. The mixture was filtered and solvent evaporated in vacuo to afford (1S,3R)-3-piperidin-1-ylcyclopentanol (32 mg, 0.19 mmol, 63%). This was used in the next step without further purification. Reagents/catalysts: [Pt](=O)=O (platinum (IV) oxide). Yields the product N1(CCCCC1)[C@H]1C[C@H](CC1)O ((1S,3R)-3-piperidin-1-ylcyclopentanol). The reactants are Cl.C(C)(C)N1N=C2C(NC3(CC2=C1)CCNCC3)=O (2′-isopropyl-4′,6′-dihydrospiro[piperidine-4,5′-pyrazolo[3,4-c]pyridin]-7′(2′H)-one hydrochloride salt), BrC1=NN(C=C1CI)C(C)(C)CC (3-bromo-4-(iodomethyl)-1-tert-pentyl-1H-pyrazole). Product: C(C)(C)(CC)N1N=C2C(NC3(CC2=C1)CCNCC3)=O (2′-tert-pentyl-4′,6′-dihydrospiro[piperidine-4,5′-pyrazolo[3,4-c]pyridin]-7′(2′H)-one). As a reaction SMILES: Cl.[CH:2]([N:5]1[CH:13]=[C:12]2[C:7]([C:8](=[O:19])[NH:9][C:10]3([CH2:18][CH2:17][NH:16][CH2:15][CH2:14]3)[CH2:11]2)=[N:6]1)([CH3:4])[CH3:3].Br[C:21]1[C:25](CI)=CN(C(CC)(C)C)N=1>>[C:2]([N:5]1[CH:13]=[C:12]2[C:7]([C:8](=[O:19])[NH:9][C:10]3([CH2:14][CH2:15][NH:16][CH2:17][CH2:18]3)[CH2:11]2)=[N:6]1)([CH2:21][CH3:25])([CH3:4])[CH3:3] |f:0.1|. Procedure: The title compound was prepared by a method analogous to that described for Intermediate 3 in Steps 4-8, using 3-bromo-4-(iodomethyl)-1-tert-pentyl-1H-pyrazole. +ESI (M+H) 277.3; 1H NMR (400 MHz, CD3OD, δ): 7.67 (s, 1H), 3.22-3.37 (m, 4H), 2.93 (s, 2H), 1.92 (q, J=7.61 Hz, 2H), 1.88-2.05 (m, 4H), 1.57 (s, 6H), 0.67 (t, J=7.41 Hz, 3H). Starting materials: O=C([O-])[O-], CC(C)=O, Cn1nnnc1S, [K+], [K+]. Yields the product CC(=O)CSc1nnnn1C. RXN SMILES: [C:8](=[O:9])([O-:10])[O-:11].[CH3:14][C:15]([CH3:16])=[O:17].[CH3:1][n:2]1[n:3][n:4][n:5][c:6]1[SH:7].[K+:12].[K+:13]>>[CH3:1][n:2]1[n:3][n:4][n:5][c:6]1[S:7][CH2:14][C:15]([CH3:16])=[O:17]. The reactants are C=CCOC(=O)N1CCCC(OC)C1CC(=O)CBr, O=CO, CSc1cc2c(=O)[nH]cnc2cc1F. Product: C=CCOC(=O)N1CCCC(OC)C1CC(=O)Cn1cnc2cc(F)c(SC)cc2c1=O. Reaction SMILES: [Br:18][CH2:19][C:20]([CH2:21][CH:22]1[N:23]([C:30](=[O:31])[O:32][CH2:33][CH:34]=[CH2:35])[CH2:24][CH2:25][CH2:26][CH:27]1[O:28][CH3:29])=[O:36].[CH:1]([OH:2])=[O:3].[F:4][c:5]1[c:6]([S:16][CH3:17])[cH:7][c:8]2[c:9](=[O:15])[nH:10][cH:11][n:12][c:13]2[cH:14]1>>[F:4][c:5]1[c:6]([S:16][CH3:17])[cH:7][c:8]2[c:9](=[O:15])[n:10]([CH2:19][C:20]([CH2:21][CH:22]3[N:23]([C:30](=[O:31])[O:32][CH2:33][CH:34]=[CH2:35])[CH2:24][CH2:25][CH2:26][CH:27]3[O:28][CH3:29])=[O:36])[cH:11][n:12][c:13]2[cH:14]1. The reactants are Cl.CN(C(C(=O)C1=CC=CC=C1)(C(CCCC1=CC=CC=C1)C1=CC=CC=C1)C)C ((2RS)-(3RS)-2-dimethylamino-methyl-1,3,6-triphenylhexan-1-one hydrochloride), C1(=CC=CC=C1)C=CC(=O)C1=CC=CC=C1 (chalcone), BrCCCC1=CC=CC=C1 (1-bromo-3-phenylpropane), C[N+](=C)C.[I-] (Eschenmoser salt). Yields the product Cl.CN(C)CC(C(=O)C1=CC=CC=C1)C(CCCC1=CC=CC=C1)C1=CC=CC=C1 ((2RS)-(3RS)-2-dimethylaminomethyl-1,3,6-triphenylhexan-1-one hydrochloride). As a reaction SMILES: C1(C=CC(C2C=CC=CC=2)=O)C=CC=CC=1.BrCCCC1C=CC=CC=1.[CH3:27][N+:28]([CH3:30])=[CH2:29].[I-].[ClH:32].CN(C)[C:35](C)([CH:44]([C:54]1[CH:59]=[CH:58][CH:57]=[CH:56][CH:55]=1)[CH2:45][CH2:46][CH2:47][C:48]1[CH:53]=[CH:52][CH:51]=[CH:50][CH:49]=1)[C:36]([C:38]1[CH:43]=[CH:42][CH:41]=[CH:40][CH:39]=1)=[O:37]>>[ClH:32].[CH3:29][N:28]([CH2:30][CH:35]([CH:44]([C:54]1[CH:59]=[CH:58][CH:57]=[CH:56][CH:55]=1)[CH2:45][CH2:46][CH2:47][C:48]1[CH:49]=[CH:50][CH:51]=[CH:52][CH:53]=1)[C:36]([C:38]1[CH:43]=[CH:42][CH:41]=[CH:40][CH:39]=1)=[O:37])[CH3:27] |f:2.3,4.5,6.7|. Procedure details: The synthesis was carried out according to the procedure of Example 38. The chalcone derivative was reacted with 1-bromo-3-phenylpropane. The Eschenmoser salt was then added in an equimolar amount. The yield of (2RS)-(3RS)-2-dimethylamino-methyl-1,3,6-triphenylhexan-1-one hydrochloride was 0.9 g (44%).